Dataset: the Open Reaction Database (ORD), a public repository of structured organic reaction records. Task: describe an organic reaction: reactants, conditions, products, and yield Reactants: CCOC(=O)c1nnc(-c2ccc(OC(F)F)cc2)o1, CN(C)Cc1ccc(OC2CNC2)cc1. RXN SMILES: [F:16][CH:17]([O:18][c:19]1[cH:20][cH:21][c:22](-[c:25]2[n:26][n:27][c:28]([C:30](=[O:31])[O:32][CH2:33][CH3:34])[o:29]2)[cH:23][cH:24]1)[F:35].[NH:1]1[CH2:2][CH:3]([O:5][c:6]2[cH:7][cH:8][c:9]([CH2:12][N:13]([CH3:14])[CH3:15])[cH:10][cH:11]2)[CH2:4]1>>[N:1]1([C:30]([c:28]2[n:27][n:26][c:25](-[c:22]3[cH:21][cH:20][c:19]([O:18][CH:17]([F:16])[F:35])[cH:24][cH:23]3)[o:29]2)=[O:31])[CH2:2][CH:3]([O:5][c:6]2[cH:7][cH:8][c:9]([CH2:12][N:13]([CH3:14])[CH3:15])[cH:10][cH:11]2)[CH2:4]1. The product is CN(C)Cc1ccc(OC2CN(C(=O)c3nnc(-c4ccc(OC(F)F)cc4)o3)C2)cc1.